Dataset: the Open Reaction Database (ORD), a public repository of structured organic reaction records. Task: describe an organic reaction: reactants, conditions, products, and yield RXN SMILES: [C:1]([CH3:2])(=[O:3])[O:4][CH:5]1[CH:6]([c:24]2[cH:25][c:26]([CH2:31][c:32]3[s:33][c:34](-[c:37]4[cH:38][cH:39][c:40]([NH2:43])[cH:41][cH:42]4)[cH:35][cH:36]3)[c:27]([Cl:30])[cH:28][cH:29]2)[O:7][CH:8]([CH2:19][O:20][C:21]([CH3:22])=[O:23])[CH:9]([O:15][C:16]([CH3:17])=[O:18])[CH:10]1[O:11][C:12]([CH3:13])=[O:14].[CH3:44][S:45]([Cl:46])(=[O:47])=[O:48].[Cl:56][CH2:57][Cl:58].[ClH:55].[cH:49]1[cH:50][cH:51][n:52][cH:53][cH:54]1>>[C:1]([CH3:2])(=[O:3])[O:4][CH:5]1[CH:6]([c:24]2[cH:25][c:26]([CH2:31][c:32]3[s:33][c:34](-[c:37]4[cH:38][cH:39][c:40]([NH:43][S:45]([CH3:44])(=[O:47])=[O:48])[cH:41][cH:42]4)[cH:35][cH:36]3)[c:27]([Cl:30])[cH:28][cH:29]2)[O:7][CH:8]([CH2:19][O:20][C:21]([CH3:22])=[O:23])[CH:9]([O:15][C:16]([CH3:17])=[O:18])[CH:10]1[O:11][C:12]([CH3:13])=[O:14]. The product is CC(=O)OCC1OC(c2ccc(Cl)c(Cc3ccc(-c4ccc(NS(C)(=O)=O)cc4)s3)c2)C(OC(C)=O)C(OC(C)=O)C1OC(C)=O. The reactants are CC(=O)OCC1OC(c2ccc(Cl)c(Cc3ccc(-c4ccc(N)cc4)s3)c2)C(OC(C)=O)C(OC(C)=O)C1OC(C)=O, CS(=O)(=O)Cl, ClCCl, Cl, c1ccncc1. Reaction SMILES: [CH3:1][c:2]1[n:3][c:4]([CH3:5])[cH:6][cH:7][cH:8]1.[CH3:9][CH:10]([CH2:11][CH:12]([CH3:13])[CH3:14])[c:15]1[c:16]([NH2:21])[cH:17][cH:18][cH:19][cH:20]1.[Cl:34][c:35]1[cH:36][cH:37][cH:38][cH:39][cH:40]1.[ClH:33].[F:22][c:23]1[c:24]([C:30](=[O:31])[F:32])[c:25]([CH3:29])[n:26][n:27]1[CH3:28]>>[CH3:9][CH:10]([CH2:11][CH:12]([CH3:13])[CH3:14])[c:15]1[c:16]([NH:21][C:30]([c:24]2[c:23]([F:22])[n:27]([CH3:28])[n:26][c:25]2[CH3:29])=[O:31])[cH:17][cH:18][cH:19][cH:20]1. Starting materials: Cc1cccc(C)n1, CC(C)CC(C)c1ccccc1N, Clc1ccccc1, Cl, Cc1nn(C)c(F)c1C(=O)F. Product: Cc1nn(C)c(F)c1C(=O)Nc1ccccc1C(C)CC(C)C. The reactants are CO, O=C(O)c1ccc(O)c2ccccc12, O=S(Cl)Cl. The product is COC(=O)c1ccc(O)c2ccccc12. Reaction SMILES: [CH3:19][OH:20].[OH:1][c:2]1[cH:3][cH:4][c:5]([C:12](=[O:13])[OH:14])[c:6]2[cH:7][cH:8][cH:9][cH:10][c:11]12.[S:15]([Cl:16])([Cl:17])=[O:18]>>[OH:1][c:2]1[cH:3][cH:4][c:5]([C:12](=[O:13])[O:14][CH3:19])[c:6]2[cH:7][cH:8][cH:9][cH:10][c:11]12. The reactants are CCN(C(C)C)C(C)C, ClCCl, CC[Si](CC)(CC)OC(C1CCC(N)CC1)(C(F)(F)F)C(F)(F)F, O=S(=O)(Cl)c1ccccc1. The product is CC[Si](CC)(CC)OC(C1CCC(NS(=O)(=O)c2ccccc2)CC1)(C(F)(F)F)C(F)(F)F. RXN SMILES: [CH:25]([N:26]([CH2:27][CH3:28])[CH:29]([CH3:30])[CH3:31])([CH3:32])[CH3:33].[Cl:44][CH2:45][Cl:46].[F:1][C:2]([C:3]([C:4]([F:5])([F:6])[F:7])([O:8][Si:9]([CH2:10][CH3:11])([CH2:12][CH3:13])[CH2:14][CH3:15])[CH:16]1[CH2:17][CH2:18][CH:19]([NH2:22])[CH2:20][CH2:21]1)([F:23])[F:24].[c:34]1([S:40](=[O:41])(=[O:42])[Cl:43])[cH:35][cH:36][cH:37][cH:38][cH:39]1>>[F:1][C:2]([C:3]([C:4]([F:5])([F:6])[F:7])([O:8][Si:9]([CH2:10][CH3:11])([CH2:12][CH3:13])[CH2:14][CH3:15])[CH:16]1[CH2:17][CH2:18][CH:19]([NH:22][S:40]([c:34]2[cH:35][cH:36][cH:37][cH:38][cH:39]2)(=[O:41])=[O:42])[CH2:20][CH2:21]1)([F:23])[F:24].